From a dataset of the Open Reaction Database (ORD), a public repository of structured organic reaction records. describe an organic reaction: reactants, conditions, products, and yield The reactants are COC(=O)CBr, C1CCOC1, COc1ccc2c(c1)CCC2=O, Cl, [Zn]. Yields the product COC(=O)C=C1CCc2cc(OC)ccc21. Reaction SMILES: [Br:13][CH2:14][C:15](=[O:16])[O:17][CH3:18].[CH2:20]1[O:21][CH2:22][CH2:23][CH2:24]1.[CH3:1][O:2][c:3]1[cH:4][c:5]2[c:9]([cH:10][cH:11]1)[C:8](=[O:12])[CH2:7][CH2:6]2.[ClH:19].[Zn:25]>>[CH3:1][O:2][c:3]1[cH:4][c:5]2[c:9]([cH:10][cH:11]1)[C:8](=[CH:14][C:15](=[O:16])[O:17][CH3:18])[CH2:7][CH2:6]2. Reactants: C(C1=CC=CC=C1)OC1=C(C=CC=C1)C(C#N)C (2-(2-benzyloxyphenyl)-propionitrile), [Cl-].[NH4+] (ammonium chloride), C[Al](C)C (trimethylaluminium), solution. The solvent is C(Cl)(Cl)Cl (chloroform), C1(=CC=CC=C1)C (toluene), C1(=CC=CC=C1)C (toluene), C1(=CC=CC=C1)C (toluene). Run at temperature 80 celsius, time 2 hour. Yields the product C(C1=CC=CC=C1)OC1=C(C=CC=C1)C(C(=N)N)C (2-(2-benzyloxyphenyl)propionamidine). The yield is 149.3%. As a reaction SMILES: [Cl-].[NH4+:2].C[Al](C)C.[CH2:7]([O:14][C:15]1[CH:20]=[CH:19][CH:18]=[CH:17][C:16]=1[CH:21]([CH3:24])[C:22]#[N:23])[C:8]1[CH:13]=[CH:12][CH:11]=[CH:10][CH:9]=1>C1(C)C=CC=CC=1.C(Cl)(Cl)Cl>[CH2:7]([O:14][C:15]1[CH:20]=[CH:19][CH:18]=[CH:17][C:16]=1[CH:21]([CH3:24])[C:22]([NH2:2])=[NH:23])[C:8]1[CH:9]=[CH:10][CH:11]=[CH:12][CH:13]=1 |f:0.1|. Procedure details: To a mixture of ammonium chloride (4.49 g) in toluene (25.5 ml) at 5° C. was added trimethylaluminium (2M solution in toluene, 42 ml. The mixture was stirred for 2 hours. 2-(2-benzyloxyphenyl)-propionitrile (10 g) in toluene (50 ml) was added and the mixture heated at 80° C. for 18 hours. The cooled mixture was poured into a slurry of silica gel in chloroform, stirred for 5 minutes and filtered. The silica gel was washed with methanol and the combined organic solutions evaporated to give 2-(2-be...